From a dataset of the Open Reaction Database (ORD), a public repository of structured organic reaction records. describe an organic reaction: reactants, conditions, products, and yield Starting materials: IC1=CC(=CC=2C=COC21)[N+](=O)[O-] (7-iodo-5-nitro-1-benzofuran), CN(CCN)C (N,N-dimethylethane-1,2-diamine), CC1(C2=C(C(=CC=C2)P(C3=CC=CC=C3)C4=CC=CC=C4)OC5=C(C=CC=C51)P(C6=CC=CC=C6)C7=CC=CC=C7)C (Xantphos), C(=O)([O-])[O-].[Cs+].[Cs+] (Cs2CO3). Reagents/catalysts: C=1C=CC(=CC1)/C=C/C(=O)/C=C/C2=CC=CC=C2.C=1C=CC(=CC1)/C=C/C(=O)/C=C/C2=CC=CC=C2.C=1C=CC(=CC1)/C=C/C(=O)/C=C/C2=CC=CC=C2.[Pd].[Pd] (Pd2(dba)3). Solvent: C=1(C(=CC=CC1)C)C (Xylene). Reaction conditions: temperature 120 celsius, time 8 hour. Product: CN(CCNC1=CC(=CC=2C=COC21)[N+](=O)[O-])C ([2-(Dimethylamino)ethyl](5-nitro-1-benzofuran-7-yl)amine). Yield: 43.8%. As a reaction SMILES: I[C:2]1[C:10]2[O:9][CH:8]=[CH:7][C:6]=2[CH:5]=[C:4]([N+:11]([O-:13])=[O:12])[CH:3]=1.[CH3:14][N:15]([CH3:19])[CH2:16][CH2:17][NH2:18].CC1(C)C2C(=C(P(C3C=CC=CC=3)C3C=CC=CC=3)C=CC=2)OC2C(P(C3C=CC=CC=3)C3C=CC=CC=3)=CC=CC1=2.C([O-])([O-])=O.[Cs+].[Cs+]>C1C=CC(/C=C/C(/C=C/C2C=CC=CC=2)=O)=CC=1.C1C=CC(/C=C/C(/C=C/C2C=CC=CC=2)=O)=CC=1.C1C=CC(/C=C/C(/C=C/C2C=CC=CC=2)=O)=CC=1.[Pd].[Pd].C1(C)C(C)=CC=CC=1>[CH3:14][N:15]([CH3:19])[CH2:16][CH2:17][NH:18][C:2]1[C:10]2[O:9][CH:8]=[CH:7][C:6]=2[CH:5]=[C:4]([N+:11]([O-:13])=[O:12])[CH:3]=1 |f:3.4.5,6.7.8.9.10|. Procedure details: Xylene (75 mL) was added to 7-iodo-5-nitro-1-benzofuran (1.00 g, 3.46 mmol), N,N-dimethylethane-1,2-diamine (0.37 g, 4.15 mmol), Pd2(dba)3 (0.08 g, 0.87 mmol), Xantphos (0.20 g, 0.35 mmol) and Cs2CO3 (1.59 g, 4.84 mmol). The mixture was stirred at 120° C. overnight, filtered through Celite and the solvent was removed in vacuo. The crude product was purified by flash chromatography [eluent: DCM:MeOH (6:1) and DCM:MeOH:Et3N (9:1:0.1)] to afford 0.378 g (44%) of the title compound. HPLC 90%, RT: 1.... Starting materials: COC1=C(OCCN2CC3=CC=CC=C3CC2)C=CC(=C1)[N+](=O)[O-] (2-[2-(2-methoxy-4-nitrophenoxy)ethyl]-1,2,3,4-tetrahydroisoquinoline). Run in ClCCl.CO (dichloromethane methanol). The product is C1N(CCC2=CC=CC=C12)CCOC1=C(C=C(C=C1)N)OC (4-[2-(3,4-dihydro-1H-isoquinolin-2-yl)ethoxy]-3-methoxyphenylamine). RXN SMILES: [CH3:1][O:2][C:3]1[CH:21]=[C:20]([N+:22]([O-])=O)[CH:19]=[CH:18][C:4]=1[O:5][CH2:6][CH2:7][N:8]1[CH2:17][CH2:16][C:15]2[C:10](=[CH:11][CH:12]=[CH:13][CH:14]=2)[CH2:9]1>ClCCl.CO>[CH2:9]1[C:10]2[C:15](=[CH:14][CH:13]=[CH:12][CH:11]=2)[CH2:16][CH2:17][N:8]1[CH2:7][CH2:6][O:5][C:4]1[CH:18]=[CH:19][C:20]([NH2:22])=[CH:21][C:3]=1[O:2][CH3:1] |f:1.2|. Reported procedure: Prepared analogously to Example 3.1.b. from 1.4 g (2.77 mmol) of 2-[2-(2-methoxy-4-nitrophenoxy)ethyl]-1,2,3,4-tetrahydroisoquinoline (65%). Yield: 1.2 g (94% of theory); C18H22N2O2 (M=298.38); calc.: molecular ion peak (M+H)+: 299; found: molecular ion peak (M+H)+: 299; Rf value: 0.5 (silica gel, dichloromethane/methanol (9:1)).